This data is from the Open Reaction Database (ORD), a public repository of structured organic reaction records. The task is: describe an organic reaction: reactants, conditions, products, and yield Product: COC(=O)c1ccccc1NC(=O)Cc1ccc(Oc2ccc(OCC(=O)OC(C)(C)C)cc2)cc1. Reactants: CC(C)(C)OC(=O)CBr, O=C([O-])[O-], COC(=O)c1ccccc1NC(=O)Cc1ccc(Oc2ccc(O)cc2)cc1, [K+], [K+], CN(C)C=O. Reaction SMILES: [Br:35][CH2:36][C:37](=[O:38])[O:39][C:40]([CH3:41])([CH3:42])[CH3:43].[C:1](=[O:2])([O-:3])[O-:4].[CH3:7][O:8][C:9]([c:10]1[c:11]([NH:16][C:17]([CH2:18][c:19]2[cH:20][cH:21][c:22]([O:25][c:26]3[cH:27][cH:28][c:29]([OH:32])[cH:30][cH:31]3)[cH:23][cH:24]2)=[O:33])[cH:12][cH:13][cH:14][cH:15]1)=[O:34].[K+:5].[K+:6].[O:44]=[CH:45][N:46]([CH3:47])[CH3:48]>>[CH3:7][O:8][C:9]([c:10]1[c:11]([NH:16][C:17]([CH2:18][c:19]2[cH:20][cH:21][c:22]([O:25][c:26]3[cH:27][cH:28][c:29]([O:32][CH2:36][C:37](=[O:38])[O:39][C:40]([CH3:41])([CH3:42])[CH3:43])[cH:30][cH:31]3)[cH:23][cH:24]2)=[O:33])[cH:12][cH:13][cH:14][cH:15]1)=[O:34]. Reactants: Br.C(C)OC(=O)C(=N)N (1-ethoxycarbonylformamidine. hydrobromide), [Na] (sodium), [Na] (sodium), [S-]C#N.[K+] (potassium thiocyanate), BrBr (bromine). Solvent: CO (methanol), CO (methanol), CO (methanol), CO (methanol). Reaction conditions: temperature 0 celsius, time 6 hour. Yields the product NC1=NC(=NS1)C(=O)OC (Methyl 5-amino-1,2,4-thiadiazole-3-carboxylate). The yield is 67.8%. As a reaction SMILES: Br.[CH2:2]([O:4][C:5]([C:7]([NH2:9])=[NH:8])=[O:6])C.[Na].BrBr.[S-:13][C:14]#[N:15].[K+]>CO>[NH2:15][C:14]1[S:13][N:9]=[C:7]([C:5]([O:4][CH3:2])=[O:6])[N:8]=1 |f:0.1,4.5,^1:9|. Reported procedure: To a solution of 1-ethoxycarbonylformamidine. hydrobromide (16.6 g) in absolute methanol (84 ml) was added a solution of sodium (1.93 g) in absolute methanol (42 ml) at 0° C. To the mixture were added alternately bromine (12.8 g) and a solution of sodium (1.93 g) in absolute methanol (42 ml) at 0° C. and then to the suspension was added potassium thiocyanate (8.1 g) in absolute methanol (100 ml). The reaction mixture was stirred for an hour at 0° C. and for an additional 6 hours at ambient tempe... The reactants are N1(CCCC2=CC=CC=C12)S(=O)(=O)C1=CC=C(C(=O)O)C=C1 (4-(3,4-dihydroquinolin-1(2H)-ylsulfonyl)benzoic acid), C1(=CC=CC=C1)C=1N=C(SC1)N (4-phenylthiazol-2-amine). The product is N1(CCCC2=CC=CC=C12)S(=O)(=O)C1=CC=C(C(=O)NC=2SC=C(N2)C2=CC=CC=C2)C=C1 (4-(3,4-dihydroquinolin-1(2H)-ylsulfonyl)-N-(4-phenylthiazol-2-yl)benzamide). Reaction SMILES: [N:1]1([S:11]([C:14]2[CH:22]=[CH:21][C:17]([C:18]([OH:20])=O)=[CH:16][CH:15]=2)(=[O:13])=[O:12])[C:10]2[C:5](=[CH:6][CH:7]=[CH:8][CH:9]=2)[CH2:4][CH2:3][CH2:2]1.[C:23]1([C:29]2[N:30]=[C:31]([NH2:34])[S:32][CH:33]=2)[CH:28]=[CH:27][CH:26]=[CH:25][CH:24]=1>>[N:1]1([S:11]([C:14]2[CH:22]=[CH:21][C:17]([C:18]([NH:34][C:31]3[S:32][CH:33]=[C:29]([C:23]4[CH:28]=[CH:27][CH:26]=[CH:25][CH:24]=4)[N:30]=3)=[O:20])=[CH:16][CH:15]=2)(=[O:13])=[O:12])[C:10]2[C:5](=[CH:6][CH:7]=[CH:8][CH:9]=2)[CH2:4][CH2:3][CH2:2]1. Procedure details: 4-(3,4-dihydroquinolin-1(2H)-ylsulfonyl)benzoic acid (1) (100 mg, 0.32 mmol) was treated with 4-phenylthiazol-2-amine (43 mg, 0.24 mmol) using method B. The residue was purified using flash chromatography eluting with 0-40% EtOAc in hexanes to give 4-(3,4-dihydroquinolin-1(2H)-ylsulfonyl)-N-(4-phenylthiazol-2-yl)benzamide as a white solid. Yield: 43 mg, (37%). 1H-NMR: 8.21 (d, J=8.5 Hz, 2H), 7.95 (d, J=8.0 Hz, 2H), 7.78-7.73 (m, 3H), 7.62 (d, J=8.5 Hz, 1H), 7.47-7.42 (t, J=7.5 Hz, 2H), 7.36-7.32... Reactants: COC(=O)c1ccc(C(OC)OC)cc1, CC(C)O, NN. Yields the product COC(OC)c1ccc(C(=O)NN)cc1. As a reaction SMILES: [CH3:1][O:2][C:3]([c:4]1[cH:5][cH:6][c:7]([CH:10]([O:11][CH3:12])[O:13][CH3:14])[cH:8][cH:9]1)=[O:15].[CH:18]([OH:19])([CH3:20])[CH3:21].[NH2:16][NH2:17]>>[O:2]=[C:3]([c:4]1[cH:5][cH:6][c:7]([CH:10]([O:11][CH3:12])[O:13][CH3:14])[cH:8][cH:9]1)[NH:16][NH2:17]. The reactants are CC(=O)O[BH-](OC(C)=O)OC(C)=O, C=O, CC(=O)O, CO, COCC12CNCCC1(c1ccc(Cl)c(Cl)c1)C2, [Na+], O. The product is COCC12CN(C)CCC1(c1ccc(Cl)c(Cl)c1)C2. RXN SMILES: [C:23]([O:24][BH-:25]([O:26][C:27](=[O:28])[CH3:29])[O:30][C:31](=[O:32])[CH3:33])(=[O:34])[CH3:35].[CH2:37]=[O:38].[CH3:19][C:20](=[O:21])[OH:22].[CH3:39][OH:40].[Cl:1][c:2]1[cH:3][c:4]([C:9]23[CH2:10][CH2:11][NH:12][CH2:13][C:14]2([CH2:16][O:17][CH3:18])[CH2:15]3)[cH:5][cH:6][c:7]1[Cl:8].[Na+:36].[OH2:41]>>[Cl:1][c:2]1[cH:3][c:4]([C:9]23[CH2:10][CH2:11][N:12]([CH3:19])[CH2:13][C:14]2([CH2:16][O:17][CH3:18])[CH2:15]3)[cH:5][cH:6][c:7]1[Cl:8]. The reactants are C1CCOC1, O, O=C(O)c1ccc2c(c1)Sc1ccccc1CC2. The product is OCc1ccc2c(c1)Sc1ccccc1CC2. As a reaction SMILES: [O:19]1[CH2:20][CH2:21][CH2:22][CH2:23]1.[OH2:24].[cH:1]1[cH:2][c:3]([C:16](=[O:17])[OH:18])[cH:4][c:5]2[c:11]1[CH2:10][CH2:9][c:8]1[c:7]([cH:15][cH:14][cH:13][cH:12]1)[S:6]2>>[cH:1]1[cH:2][c:3]([CH2:16][OH:17])[cH:4][c:5]2[c:11]1[CH2:10][CH2:9][c:8]1[c:7]([cH:15][cH:14][cH:13][cH:12]1)[S:6]2. Starting materials: FC1=CC=C2C=CCC3(C2=C1)NC(NC3=O)=O (7'-fluorospiro[imidazolidine-4,1'(2'H)-naphthalene]2,5-dione), ClC1=CC(=CC=C1)C(=O)OO (m-chloroperbenzoic acid), C([O-])(O)=O.[Na+] (sodium bicarbonate), ClC1=CC(=CC=C1)C(=O)OO (m-chloroperbenzoic acid). The solvent is C(Cl)(Cl)Cl (chloroform). Run at time 4 hour. The product is O1C2CC3(C4=CC(=CC=C4C21)F)NC(NC3=O)=O (3',4'-Dihydro-3', 4'-epoxy-7'-fluorospiro[imidazolidine-4,1'(2'H)-naphthalene]2,5-dione). The yield is 22.0%. As a reaction SMILES: [F:1][C:2]1[CH:11]=[C:10]2[C:5]([CH:6]=[CH:7][CH2:8][C:9]32[C:15](=[O:16])[NH:14][C:13](=[O:17])[NH:12]3)=[CH:4][CH:3]=1.C(=O)(O)[O-:19].[Na+].ClC1C=CC=C(C(OO)=O)C=1>C(Cl)(Cl)Cl>[O:19]1[CH:6]2[CH:7]1[CH2:8][C:9]1([C:15](=[O:16])[NH:14][C:13](=[O:17])[NH:12]1)[C:10]1[C:5]2=[CH:4][CH:3]=[C:2]([F:1])[CH:11]=1 |f:1.2|. Procedure details: To a slurry of 2.6 g. (0.011 mole) of 7'-fluorospiro[imidazolidine-4,1'(2'H)-naphthalene]2,5-dione in 50 ml. of chloroform was added 125 ml. of a 5% sodium bicarbonate solution followed by 3.0 g. (0.014 mole) of m-chloroperbenzoic acid. The reaction mixture was allowed to stir at room temperature for 4 hours after which an additional 1.2 g. (0.0055 mole) of m-chloroperbenzoic acid were added. After stirring overnight at room temperature the mixture was poured into 100 ml. of a 5% sodium bicarbon...